From a dataset of the Open Reaction Database (ORD), a public repository of structured organic reaction records. describe an organic reaction: reactants, conditions, products, and yield Starting materials: C(C)OC(C(\C=C(\C1=NC=CC=C1)/O)=O)=O ((Z)-4-hydroxy-2-oxo-4-pyridin-2-yl-but-3-enoic acid ethyl ester), CNN (methylhydrazine), C(Cl)Cl.CO (CH2Cl2 MeOH). Conditions: time 90 minute. Solvent: CCO (EtOH). Reported procedure: To a stirred solution of (Z)-4-hydroxy-2-oxo-4-pyridin-2-yl-but-3-enoic acid ethyl ester (2.32 g, 10 mmol) at r.t. in EtOH (15 ml) under an argon atmosphere was added methylhydrazine (0.55 ml, 10 mmol). The mixture was heated to reflux and stirring was continued for 90 min. The mixture was cooled to r.t. and concentrated to leave a brown paste. After silica gel chromatography using a CH2Cl2/MeOH gradient, the product (1.43 g, 59%) was obtained as yellow waxy solid. MS: M=232.1 (M+H)+ The yield is 61.8%. Yields the product C(C)OC(=O)C1=NN(C(=C1)C1=NC=CC=C1)C (1-Methyl-5-pyridin-2-yl-1H-pyrazole-3-carboxylic acid ethyl ester). As a reaction SMILES: [CH2:1]([O:3][C:4](=[O:16])[C:5](=O)/[CH:6]=[C:7](\O)/[C:8]1[CH:13]=[CH:12][CH:11]=[CH:10][N:9]=1)[CH3:2].[CH3:17][NH:18][NH2:19].C(Cl)Cl.CO>CCO>[CH2:1]([O:3][C:4]([C:5]1[CH:6]=[C:7]([C:8]2[CH:13]=[CH:12][CH:11]=[CH:10][N:9]=2)[N:18]([CH3:17])[N:19]=1)=[O:16])[CH3:2] |f:2.3|. Reactants: N1C=CC2=CC(=CC=C12)OC1=NC=NC2=CC(=C(C=C12)OC)OC[C@@H]1OC1 ((2R)-4-(indol-5-yloxy)-6-methoxy-7-(oxiran-2-ylmethoxy)quinazoline), CNC (dimethylamine), solution. Run in C1CCOC1 (THF), CN(C)C=O (DMF). Run at temperature 75 celsius, time 3 hour. The product is O[C@@H](COC1=C(C=C2C(=NC=NC2=C1)OC=1C=C2C=CNC2=CC1)OC)CN(C)C ((2R)-7-(2-hydroxy-3-dimethylaminopropoxy)-4-(indol-5-yloxy)-6-methoxyquinazoline). The yield is 63.0%. As a reaction SMILES: [NH:1]1[C:9]2[C:4](=[CH:5][C:6]([O:10][C:11]3[C:20]4[C:15](=[CH:16][C:17]([O:23][CH2:24][C@H:25]5[CH2:27][O:26]5)=[C:18]([O:21][CH3:22])[CH:19]=4)[N:14]=[CH:13][N:12]=3)=[CH:7][CH:8]=2)[CH:3]=[CH:2]1.[CH3:28][NH:29][CH3:30]>C1COCC1.CN(C=O)C>[OH:26][C@H:25]([CH2:27][N:29]([CH3:30])[CH3:28])[CH2:24][O:23][C:17]1[CH:16]=[C:15]2[C:20]([C:11]([O:10][C:6]3[CH:5]=[C:4]4[C:9](=[CH:8][CH:7]=3)[NH:1][CH:2]=[CH:3]4)=[N:12][CH:13]=[N:14]2)=[CH:19][C:18]=1[O:21][CH3:22]. Reported procedure: A mixture of (2R)-4-(indol-5-yloxy)-6-methoxy-7-(oxiran-2-ylmethoxy)quinazoline (300 mg, 0.83 mmol), (prepared as described for the starting material in Example 292), and dimethylamine (1.24 ml of a 2M solution in THF, 2.48 mmol) in DMF (5 ml) was stirred at 75° C. for 3 hours under an atmosphere of nitrogen then allowed to cool to ambient temperature. The solvents were removed in vacuo and the residue purified by trituration with methanol to give (2R)-7-(2-hydroxy-3-dimethylaminopropoxy)-4-(ind... Reactants: Cc1cc2cc(Nc3ccnc4cc(Br)sc34)ccc2[nH]1, OB(O)c1ccoc1. The product is Cc1cc2cc(Nc3ccnc4cc(-c5ccoc5)sc34)ccc2[nH]1. As a reaction SMILES: [Br:9][c:10]1[cH:11][c:12]2[n:13][cH:14][cH:15][c:16]([NH:19][c:20]3[cH:21][c:22]4[cH:23][c:24]([CH3:29])[nH:25][c:26]4[cH:27][cH:28]3)[c:17]2[s:18]1.[o:1]1[cH:2][c:3]([B:6]([OH:7])[OH:8])[cH:4][cH:5]1>>[o:1]1[cH:2][c:3](-[c:10]2[cH:11][c:12]3[n:13][cH:14][cH:15][c:16]([NH:19][c:20]4[cH:21][c:22]5[cH:23][c:24]([CH3:29])[nH:25][c:26]5[cH:27][cH:28]4)[c:17]3[s:18]2)[cH:4][cH:5]1. Starting materials: C(C1=CC=CC=C1)(=O)Cl (benzoyl chloride), NNC(=S)N (thiosemicarbazide). The solvent is N1=CC=CC=C1 (pyridine). Product: C1(=CC=CC=C1)C=1N=NC(N1)=S (3-Phenyl-1,2,4-triazole-5-thione), C(C1=CC=CC=C1)(=O)NNC(=S)N (benzoyl thiosemicarbazide). RXN SMILES: [C:1](Cl)(=[O:8])[C:2]1[CH:7]=[CH:6][CH:5]=[CH:4][CH:3]=1.[NH2:10][NH:11][C:12]([NH2:14])=[S:13]>N1C=CC=CC=1>[C:2]1([C:1]2[N:10]=[N:11][C:12](=[S:13])[N:14]=2)[CH:7]=[CH:6][CH:5]=[CH:4][CH:3]=1.[C:1]([NH:10][NH:11][C:12]([NH2:14])=[S:13])(=[O:8])[C:2]1[CH:7]=[CH:6][CH:5]=[CH:4][CH:3]=1. Procedure details: 3-Phenyl-1,2,4-triazole-5-thione (E. Hogarth, J. Chem. Soc. (1949) 1163) was prepared by first reacting benzoyl chloride with thiosemicarbazide in pyridine at 0° C. to give benzoyl thiosemicarbazide. Benzoyl thiosemicarbazide was treated with potassium hydroxide or potassium or sodium ethoxide in ethanol to give 3-phenyl-1,2,4-triazole-5-thione. 3-Phenyl-1,2,4-triazole-5-thione (1.77 g) was then dissolved in 50 mL of methanol and treated with 0.57 g of 95% sodium methoxide, and then with 2-bromo... Starting materials: Cl (HCl), [H-].[H-].[H-].[H-].[Li+].[Al+3] (LiAlH4), [H-].[H-].[H-].[H-].[Li+].[Al+3] (LiAlH4), C1(=CC=CC=C1)C=1OC(=C(N1)C(=O)O)C(F)(F)F (2-phenyl-5-trifluoromethyl-oxazole-4-carboxylic acid), C[Si](C)(C)C=[N+]=[N-] (trimethylsilyl diazomethane), C[Si](C)(C)C=[N+]=[N-] (trimethylsilyl diazomethane). Solvent: C1CCOC1 (THF), CO (MeOH), O (H2O), C(Cl)Cl (DCM), CO (MeOH). Conditions: time 1.5 hour. Yields the product C1(=CC=CC=C1)C=1OC(=C(N1)CO)C(F)(F)F ((2-Phenyl-5-trifluoromethyl-oxazol-4-yl)-methanol). RXN SMILES: [C:1]1([C:7]2[O:8][C:9]([C:15]([F:18])([F:17])[F:16])=[C:10]([C:12](O)=[O:13])[N:11]=2)[CH:6]=[CH:5][CH:4]=[CH:3][CH:2]=1.C[Si](C=[N+]=[N-])(C)C.[H-].[H-].[H-].[H-].[Li+].[Al+3].Cl>C(Cl)Cl.CO.C1COCC1.O>[C:1]1([C:7]2[O:8][C:9]([C:15]([F:17])([F:18])[F:16])=[C:10]([CH2:12][OH:13])[N:11]=2)[CH:2]=[CH:3][CH:4]=[CH:5][CH:6]=1 |f:2.3.4.5.6.7|. Reported procedure: Under nitrogen atmosphere 2-phenyl-5-trifluoromethyl-oxazole-4-carboxylic acid (288 mg, 1.12 mmol) was dissolved in a 4:1 mixture of dry DCM and MeOH (12.5 mL) and trimethylsilyl diazomethane (134 mg, 1.176 mmol; 2.0M solution in n-hexane) was added dropwise. After 10 min. stirring at room temperature excess trimethylsilyl diazomethane was destroyed by the addition of a few drops acetic acid. The solvent was evaporated to afford the crude methylester as a yellow solid which was redissolved in dr... Starting materials: N#Cc1ccccc1S(=O)(=O)Cl, C1CCOC1, CCN. Product: CCNS(=O)(=O)c1ccccc1C#N. Reaction SMILES: [C:1](#[N:2])[c:3]1[c:4]([S:9](=[O:10])(=[O:11])[Cl:12])[cH:5][cH:6][cH:7][cH:8]1.[CH2:16]1[O:17][CH2:18][CH2:19][CH2:20]1.[CH3:13][CH2:14][NH2:15]>>[C:1](#[N:2])[c:3]1[c:4]([S:9](=[O:10])(=[O:11])[NH:15][CH2:14][CH3:13])[cH:5][cH:6][cH:7][cH:8]1.